From a dataset of the Open Reaction Database (ORD), a public repository of structured organic reaction records. describe an organic reaction: reactants, conditions, products, and yield Reactants: C(C)(C)(C)OC(C[C@@H](CCCC1CCCCC1)C1=NC(=NO1)C(=O)OCC)=O (ethyl 5-{(1R)-1-[2-(tert-butoxy)-2-oxoethyl]-4-cyclohexylbutyl}-1,2,4-oxadiazole-3-carboxylate), [Na] (sodium), C(CC(O)(C(=O)O)CC(=O)O)(=O)O (citric acid). Solvent: C(C)O (ethanol). Run at time 5 hour. Yields the product C1(CCCCC1)CCC[C@H](CC(=O)OC(C)(C)C)C1=NC(=NO1)CO (tert-Butyl (3R)-6-cyclohexyl-3-[3-(hydroxymethyl)-1,2,4-oxadiazol-5-yl]hexanoate). Yield: 98.7%. RXN SMILES: [C:1]([O:5][C:6](=[O:28])[CH2:7][C@H:8]([C:18]1[O:22][N:21]=[C:20]([C:23](OCC)=[O:24])[N:19]=1)[CH2:9][CH2:10][CH2:11][CH:12]1[CH2:17][CH2:16][CH2:15][CH2:14][CH2:13]1)([CH3:4])([CH3:3])[CH3:2].[Na].C(O)(=O)CC(CC(O)=O)(C(O)=O)O>C(O)C>[CH:12]1([CH2:11][CH2:10][CH2:9][C@@H:8]([C:18]2[O:22][N:21]=[C:20]([CH2:23][OH:24])[N:19]=2)[CH2:7][C:6]([O:5][C:1]([CH3:4])([CH3:3])[CH3:2])=[O:28])[CH2:13][CH2:14][CH2:15][CH2:16][CH2:17]1 |^1:28|. Procedure: A solution of ethyl 5-{(1R)-1-[2-(tert-butoxy)-2-oxoethyl]-4-cyclohexylbutyl}-1,2,4-oxadiazole-3-carboxylate (Preparation 170) (15.2 g, 38.50 mmol) in ethanol (120 ml) was treated with portions of sodium borohydrideb (1.46 g, 38.50 mmol) and the resulting mixture was was stirred at room temperature under a nitrogen atmosphere for 5 hours. Aqueous citric acid (5%w/v, solution) was added slowly and the mixture was stirred at room temperature for a further 30 minutes. The organic solvent was remove... Reactants: FC=1C=C(C(=O)Cl)C=CC1OC (3-fluoro-4-methoxybenzoyl chloride), NC=1C=C(C=CC1)[C@@H](C)NC1=NC=NC2=C(C=CC=C12)C(=O)N (4-{[(1R)-1-(3-aminophenyl)ethyl]amino}quinazoline-8-carboxamide), O (water). The solvent is N1=CC=CC=C1 (pyridine). Run at time 45 minute. The product is FC=1C=C(C(=O)NC=2C=C(C=CC2)[C@@H](C)NC2=NC=NC3=C(C=CC=C23)C(=O)N)C=CC1OC (4-[((1R)-1-{3-[(3-fluoro-4-methoxybenzoyl)amino]phenyl}ethyl)amino]quinazoline-8-carboxamide). Yield: 98.0%. As a reaction SMILES: [NH2:1][C:2]1[CH:3]=[C:4]([C@H:8]([NH:10][C:11]2[C:20]3[C:15](=[C:16]([C:21]([NH2:23])=[O:22])[CH:17]=[CH:18][CH:19]=3)[N:14]=[CH:13][N:12]=2)[CH3:9])[CH:5]=[CH:6][CH:7]=1.[F:24][C:25]1[CH:26]=[C:27]([CH:31]=[CH:32][C:33]=1[O:34][CH3:35])[C:28](Cl)=[O:29].O>N1C=CC=CC=1>[F:24][C:25]1[CH:26]=[C:27]([CH:31]=[CH:32][C:33]=1[O:34][CH3:35])[C:28]([NH:1][C:2]1[CH:3]=[C:4]([C@H:8]([NH:10][C:11]2[C:20]3[C:15](=[C:16]([C:21]([NH2:23])=[O:22])[CH:17]=[CH:18][CH:19]=3)[N:14]=[CH:13][N:12]=2)[CH3:9])[CH:5]=[CH:6][CH:7]=1)=[O:29]. Procedure details: A suspension of 4-{[(1R)-1-(3-aminophenyl)ethyl]amino}quinazoline-8-carboxamide (2.0 g, 6.51 mmol) in dry pyridine (50 mL) was treated with 3-fluoro-4-methoxybenzoyl chloride (1.51 g, 8.01 mmol, 1.23 eq), and the contents were stirred at room temp for 45 min. The clear-yellow solution was slowly added to water (1000 mL), and the white precipitate was filtered, washed with water (300 mL) and dried under vacuum at 35° C. to get the title compound in 98% yield (2.93 g). Reactants: O.O.C(C(=O)O)(=O)O (oxalic acid dihydrate), C[O-].[Na+] (Sodium methoxide), N1CCNCC1 (piperazine), O[C@H](C(=O)OCC)C ((S)-ethyl 2-hydroxypropanoate), O (Water), O.O.C(C(=O)O)(=O)O (oxalic acid dihydrate). The solvent is C(C)O (ethanol), C(C)O (ethanol), C(C)O (ethanol). Run at temperature 10 celsius, time 16 hour. Product: O[C@H](C(=O)N1CCNCC1)C ((S)-2-hydroxy-1-(piperazin-1-yl)propan-1-one), solid. Yield: 53.0%. RXN SMILES: [NH:1]1[CH2:6][CH2:5][NH:4][CH2:3][CH2:2]1.[OH:7][C@@H:8]([CH3:14])[C:9](OCC)=[O:10].C[O-].[Na+].O.O.O.C(O)(=O)C(O)=O>C(O)C>[OH:7][C@@H:8]([CH3:14])[C:9]([N:1]1[CH2:6][CH2:5][NH:4][CH2:3][CH2:2]1)=[O:10] |f:2.3,5.6.7|. Procedure: A flask charged with piperazine (10.0 g, 116 mmol) and (S)-ethyl 2-hydroxypropanoate 7 (17.84 g, 151 mmol, 1.30 equiv) was cooled to 10° C. Sodium methoxide (25 wt % in MeOH) (12.55 g, 58.1 mmol, 0.50 equiv) was slowly added while maintaining the temperature below 20° C. The cold water bath was removed and the reaction mixture was allowed to warm to ambient temperature and aged for 19 h. Water (6.23 g, 346 mmol, 3.0 equiv) was added and the mixture was aged for 16 h. The mixture was diluted with... Reactants: [N+](=O)([O-])C1=CC2=C(NC(S2)=O)C=C1 (6-nitro-2-benzothiazolinone), N12CCCCCC2=NCCC1 (1,8-diazabicyclo[5.4.0]undec-7-ene), IC(C)C (2-iodopropane). Solvent: ice, O (water), CN(C=O)C (N,N-dimethylformamide). Conditions: temperature 50 celsius, time 40 minute. The product is [N+](=O)([O-])C1=CC2=C(N(C(S2)=O)C(C)C)C=C1 (6-nitro-3-isopropyl-2(3H)-benzothiazolone). RXN SMILES: [N+:1]([C:4]1[CH:13]=[CH:12][C:7]2[NH:8][C:9](=[O:11])[S:10][C:6]=2[CH:5]=1)([O-:3])=[O:2].N12CCCN=C1CC[CH2:17][CH2:16][CH2:15]2.IC(C)C>CN(C)C=O.O>[N+:1]([C:4]1[CH:13]=[CH:12][C:7]2[N:8]([CH:16]([CH3:17])[CH3:15])[C:9](=[O:11])[S:10][C:6]=2[CH:5]=1)([O-:3])=[O:2]. Reported procedure: A stirred solution of 6-nitro-2-benzothiazolinone (5.0 g, 25.5 mmol) in anhydrous N,N-dimethylformamide (51 mL) under N2 is treated with 1,8-diazabicyclo[5.4.0]undec-7-ene (4.96 mL, 33.1 mmol) dropwise. Following a slight exotherm, the reaction mixture is heated up to 50° C. and treated with 2-iodopropane (12.7 mL, 127 mmol). The resulting mixture is quickly heated up to 75° C., stirred at this temperature for 40 mins, cooled to ambient temperature and diluted with ice (100 mL) and water (100 mL... The reactants are NC(=O)c1ccc2ccn(C3CCN(C(=O)OCc4ccccc4)CC3)c2c1, C, CO, [H][H], C1CCOC1, [Pd]. Yields the product NC(=O)c1ccc2ccn(C3CCNCC3)c2c1. As a reaction SMILES: [C:1]([NH2:2])(=[O:3])[c:4]1[cH:5][cH:6][c:7]2[cH:8][cH:9][n:10]([CH:13]3[CH2:14][CH2:15][N:16]([C:19]([O:20][CH2:21][c:22]4[cH:23][cH:24][cH:25][cH:26][cH:27]4)=[O:28])[CH2:17][CH2:18]3)[c:11]2[cH:12]1.[C:33].[CH3:29][OH:30].[H:31][H:32].[O:35]1[CH2:36][CH2:37][CH2:38][CH2:39]1.[Pd:34]>>[C:1]([NH2:2])(=[O:3])[c:4]1[cH:5][cH:6][c:7]2[cH:8][cH:9][n:10]([CH:13]3[CH2:14][CH2:15][NH:16][CH2:17][CH2:18]3)[c:11]2[cH:12]1.